This data is from the Open Reaction Database (ORD), a public repository of structured organic reaction records. The task is: describe an organic reaction: reactants, conditions, products, and yield Starting materials: O=C1CCC(=O)N1Br, COC(C)=O, COC(=O)c1nc2cc(C)ccc2s1, CCOC(C)=O. The product is COC(=O)c1nc2cc(CBr)ccc2s1. RXN SMILES: [Br:15][N:16]1[C:17](=[O:18])[CH2:19][CH2:20][C:21]1=[O:22].[C:23]([O:24][CH3:25])(=[O:26])[CH3:27].[CH3:1][c:2]1[cH:3][cH:4][c:5]2[c:6]([n:7][c:8]([C:10](=[O:11])[O:12][CH3:13])[s:9]2)[cH:14]1.[CH3:28][CH2:29][O:30][C:31]([CH3:32])=[O:33]>>[CH2:1]([c:2]1[cH:3][cH:4][c:5]2[c:6]([n:7][c:8]([C:10](=[O:11])[O:12][CH3:13])[s:9]2)[cH:14]1)[Br:15]. Reactants: CC=1C=CC(=C(C(=O)O)C1)C=1SC=CN1 (5-methyl-2-(thiazol-2-yl)benzoic acid), C[C@H]1[C@H](NCCC1)CNC1=NC=C(C=C1)C(F)(F)F (N-(((2S,3R)-3-methylpiperidin-2-yl)methyl)-5-(trifluoromethyl)pyridin-2-amine). Product: C[C@H]1[C@H](N(CCC1)C(=O)C1=C(C=CC(=C1)C)C=1SC=CN1)CNC1=NC=C(C=C1)C(F)(F)F (((2S,3R)-3-Methyl-2-(((5-(trifluoromethyl)pyridin-2-yl)amino)methyl)piperidin-1-yl)(5-methyl-2-(thiazol-2-yl)phenyl)methanone). RXN SMILES: [CH3:1][C:2]1[CH:3]=[CH:4][C:5]([C:11]2[S:12][CH:13]=[CH:14][N:15]=2)=[C:6]([CH:10]=1)[C:7]([OH:9])=O.[CH3:16][C@@H:17]1[CH2:22][CH2:21][CH2:20][NH:19][C@@H:18]1[CH2:23][NH:24][C:25]1[CH:30]=[CH:29][C:28]([C:31]([F:34])([F:33])[F:32])=[CH:27][N:26]=1>>[CH3:16][C@@H:17]1[CH2:22][CH2:21][CH2:20][N:19]([C:7]([C:6]2[CH:10]=[C:2]([CH3:1])[CH:3]=[CH:4][C:5]=2[C:11]2[S:12][CH:13]=[CH:14][N:15]=2)=[O:9])[C@@H:18]1[CH2:23][NH:24][C:25]1[CH:30]=[CH:29][C:28]([C:31]([F:34])([F:32])[F:33])=[CH:27][N:26]=1. Reported procedure: The title compound was prepared following the same general protocol as described in Example A1, using 5-methyl-2-(thiazol-2-yl)benzoic acid and N-(((2S,3R)-3-methylpiperidin-2-yl)methyl)-5-(trifluoromethyl)pyridin-2-amine. ESI-MS (m/z): 475 [M+1]+. Reactants: CC(=O)O[BH-](OC(C)=O)OC(C)=O, O=C([O-])O, CC(=O)[O-], ClCCl, CCC(N)C(=O)OC, [Na+], [Na+], [Na+], O=C1CCCC1. Yields the product CCC(NC1CCCC1)C(=O)OC. RXN SMILES: [C:20]([O:21][BH-:22]([O:23][C:24](=[O:25])[CH3:26])[O:27][C:28](=[O:29])[CH3:30])(=[O:31])[CH3:32].[C:34](=[O:35])([OH:36])[O-:37].[CH3:16][C:17](=[O:18])[O-:19].[Cl:39][CH2:40][Cl:41].[NH2:1][CH:2]([C:3](=[O:4])[O:5][CH3:6])[CH2:7][CH3:8].[Na+:15].[Na+:33].[Na+:38].[O:9]=[C:10]1[CH2:11][CH2:12][CH2:13][CH2:14]1>>[NH:1]([CH:2]([C:3](=[O:4])[O:5][CH3:6])[CH2:7][CH3:8])[CH:10]1[CH2:11][CH2:12][CH2:13][CH2:14]1. Reactants: CCn1nccc1C(=O)O, C1CCOC1, [Cl-], Nc1cccc(C(=O)c2ccc3c(c2)NC(=O)C3)c1, O=S(Cl)Cl. Product: CCn1nccc1C(=O)Nc1cccc(C(=O)c2ccc3c(c2)NC(=O)C3)c1. RXN SMILES: [CH2:1]([CH3:2])[n:3]1[n:4][cH:5][cH:6][c:7]1[C:8](=[O:9])[OH:10].[CH2:35]1[O:36][CH2:37][CH2:38][CH2:39]1.[Cl-:34].[NH2:15][c:16]1[cH:17][c:18]([C:19](=[O:20])[c:21]2[cH:22][cH:23][c:24]3[c:28]([cH:29]2)[NH:27][C:26](=[O:30])[CH2:25]3)[cH:31][cH:32][cH:33]1.[S:11]([Cl:12])([Cl:13])=[O:14]>>[CH2:1]([CH3:2])[n:3]1[n:4][cH:5][cH:6][c:7]1[C:8](=[O:10])[NH:15][c:16]1[cH:17][c:18]([C:19](=[O:20])[c:21]2[cH:22][cH:23][c:24]3[c:28]([cH:29]2)[NH:27][C:26](=[O:30])[CH2:25]3)[cH:31][cH:32][cH:33]1. The reactants are ClC1=CC=2C3=C(NC2C(=C1)F)CCN(C3)C (8-chloro-6-fluoro-2,3,4,5-tetrahydro-2-methyl-1H-pyrido[4,3-b]indole), [OH-].[K+] (KOH), O (water), FC(C1=NC=C(C=C1)C=C)(F)F (2-(trifluoromethyl)-5-vinylpyridine). The solvent is CN1CCCC1=O (NMP). Reaction conditions: time 10 minute. Product: ClC1=CC=2C3=C(N(C2C(=C1)F)CCC=1C=NC(=CC1)C(F)(F)F)CCN(C3)C (8-chloro-6-fluoro-5-(2-(6-(trifluoromethyl)pyridin-3-yl)ethyl)-2,3,4,5-tetrahydro-2-methyl-1H-pyrido[4,3-b]indole). The yield is 2.9%. As a reaction SMILES: [Cl:1][C:2]1[CH:10]=[C:9]([F:11])[C:8]2[NH:7][C:6]3[CH2:12][CH2:13][N:14]([CH3:16])[CH2:15][C:5]=3[C:4]=2[CH:3]=1.[OH-].[K+].[F:19][C:20]([F:30])([F:29])[C:21]1[CH:26]=[CH:25][C:24]([CH:27]=[CH2:28])=[CH:23][N:22]=1.O>CN1C(=O)CCC1>[Cl:1][C:2]1[CH:10]=[C:9]([F:11])[C:8]2[N:7]([CH2:28][CH2:27][C:24]3[CH:23]=[N:22][C:21]([C:20]([F:30])([F:19])[F:29])=[CH:26][CH:25]=3)[C:6]3[CH2:12][CH2:13][N:14]([CH3:16])[CH2:15][C:5]=3[C:4]=2[CH:3]=1 |f:1.2|. Reported procedure: To a solution of 8-chloro-6-fluoro-2,3,4,5-tetrahydro-2-methyl-1H-pyrido[4,3-b]indole (300 mg, 1.26 mmol) in NMP (3.0 ml), powdered KOH (705 mg, 12.57 mmol) was added and stirred for 10 min at 25 deg C. After which 2-(trifluoromethyl)-5-vinylpyridine (435 mg, 2.5 mmol) was added slowly to the above solution and stirred for 24 h at 25 deg C. After completion of the reaction (monitored by LCMS), DM water was added to the crude and extracted with the ethylacetate. The organic layer was separated, d... Starting materials: C=C(C)CC1(c2cc(Cc3ccc(CC)cc3)c(Cl)cc2O)OC(COCc2ccccc2)C(OCc2ccccc2)C(OCc2ccccc2)C1OCc1ccccc1, O=C(OO)c1cccc(Cl)c1, ClCCl. The product is CCc1ccc(Cc2cc(C3(CC4(C)CO4)OC(COCc4ccccc4)C(OCc4ccccc4)C(OCc4ccccc4)C3OCc3ccccc3)c(O)cc2Cl)cc1. RXN SMILES: [Cl:1][c:2]1[c:3]([CH2:52][c:53]2[cH:54][cH:55][c:56]([CH2:59][CH3:60])[cH:57][cH:58]2)[cH:4][c:5]([C:9]2([CH2:48][C:49](=[CH2:50])[CH3:51])[O:10][CH:11]([CH2:39][O:40][CH2:41][c:42]3[cH:43][cH:44][cH:45][cH:46][cH:47]3)[CH:12]([O:31][CH2:32][c:33]3[cH:34][cH:35][cH:36][cH:37][cH:38]3)[CH:13]([O:23][CH2:24][c:25]3[cH:26][cH:27][cH:28][cH:29][cH:30]3)[CH:14]2[O:15][CH2:16][c:17]2[cH:18][cH:19][cH:20][cH:21][cH:22]2)[c:6]([OH:8])[cH:7]1.[Cl:61][c:62]1[cH:63][c:64]([C:69](=[O:66])[O:70][OH:71])[cH:65][cH:67][cH:68]1.[Cl:72][CH2:73][Cl:74]>>[Cl:1][c:2]1[c:3]([CH2:52][c:53]2[cH:54][cH:55][c:56]([CH2:59][CH3:60])[cH:57][cH:58]2)[cH:4][c:5]([C:9]2([CH2:48][C:49]3([CH3:51])[CH2:50][O:66]3)[O:10][CH:11]([CH2:39][O:40][CH2:41][c:42]3[cH:43][cH:44][cH:45][cH:46][cH:47]3)[CH:12]([O:31][CH2:32][c:33]3[cH:34][cH:35][cH:36][cH:37][cH:38]3)[CH:13]([O:23][CH2:24][c:25]3[cH:26][cH:27][cH:28][cH:29][cH:30]3)[CH:14]2[O:15][CH2:16][c:17]2[cH:18][cH:19][cH:20][cH:21][cH:22]2)[c:6]([OH:8])[cH:7]1. Reactants: BrB(Br)Br, COCC1CN(c2coc3cc(OCCC(O)C(F)(F)F)ccc23)C(=O)O1, ClCCl, N. Yields the product O=C1OC(CO)CN1c1coc2cc(OCCC(O)C(F)(F)F)ccc12. As a reaction SMILES: [B:1]([Br:2])([Br:3])[Br:4].[CH3:5][O:6][CH2:7][CH:8]1[CH2:9][N:10]([c:14]2[cH:15][o:16][c:17]3[c:18]2[cH:19][cH:20][c:21]([O:23][CH2:24][CH2:25][CH:26]([C:27]([F:28])([F:29])[F:30])[OH:31])[cH:22]3)[C:11](=[O:13])[O:12]1.[Cl:33][CH2:34][Cl:35].[NH3:32]>>[OH:6][CH2:7][CH:8]1[CH2:9][N:10]([c:14]2[cH:15][o:16][c:17]3[c:18]2[cH:19][cH:20][c:21]([O:23][CH2:24][CH2:25][CH:26]([C:27]([F:28])([F:29])[F:30])[OH:31])[cH:22]3)[C:11](=[O:13])[O:12]1. The product is Cc1oc(COc2ccc(C=CC=CC#N)cc2)nc1-c1ccccc1. As a reaction SMILES: [C:25](#[N:26])[CH2:27][P:28](=[O:29])([O:30][CH2:31][CH3:32])[O:33][CH2:34][CH3:35].[CH3:1][c:2]1[c:3](-[c:19]2[cH:20][cH:21][cH:22][cH:23][cH:24]2)[n:4][c:5]([CH2:7][O:8][c:9]2[cH:10][cH:11][c:12]([CH:15]=[CH:16][CH:17]=[O:18])[cH:13][cH:14]2)[o:6]1>>[CH3:1][c:2]1[c:3](-[c:19]2[cH:20][cH:21][cH:22][cH:23][cH:24]2)[n:4][c:5]([CH2:7][O:8][c:9]2[cH:10][cH:11][c:12]([CH:15]=[CH:16][CH:17]=[CH:27][C:25]#[N:26])[cH:13][cH:14]2)[o:6]1. Reactants: CCOP(=O)(CC#N)OCC, Cc1oc(COc2ccc(C=CC=O)cc2)nc1-c1ccccc1.